Dataset: the Open Reaction Database (ORD), a public repository of structured organic reaction records. Task: describe an organic reaction: reactants, conditions, products, and yield Reactants: Br, CCOC(=O)N1CCC(Nc2nc3ccccc3s2)CC1, O. Product: c1ccc2sc(NC3CCNCC3)nc2c1. As a reaction SMILES: [BrH:22].[CH2:1]([O:2][C:3](=[O:4])[N:6]1[CH2:7][CH2:8][CH:9]([NH:12][c:13]2[s:14][c:15]3[c:16]([n:17]2)[cH:18][cH:19][cH:20][cH:21]3)[CH2:10][CH2:11]1)[CH3:5].[OH2:23]>>[NH:6]1[CH2:7][CH2:8][CH:9]([NH:12][c:13]2[s:14][c:15]3[c:16]([n:17]2)[cH:18][cH:19][cH:20][cH:21]3)[CH2:10][CH2:11]1. The reactants are [Al+3], [Cl-], [Cl-], [Cl-], COc1cc(Cl)cc(OC)c1, ClCCl, Cl, O=C(Cl)c1ccccc1F. Yields the product COc1cc(Cl)c(C(=O)c2ccccc2F)c(OC)c1. RXN SMILES: [Al+3:12].[Cl-:11].[Cl-:13].[Cl-:14].[Cl:15][c:16]1[cH:17][c:18]([O:24][CH3:25])[cH:19][c:20]([O:22][CH3:23])[cH:21]1.[Cl:27][CH2:28][Cl:29].[ClH:26].[F:1][c:2]1[c:3]([C:4](=[O:5])[Cl:6])[cH:7][cH:8][cH:9][cH:10]1>>[F:1][c:2]1[c:3]([C:4](=[O:5])[c:21]2[c:16]([Cl:15])[cH:17][c:18]([O:24][CH3:25])[cH:19][c:20]2[O:22][CH3:23])[cH:7][cH:8][cH:9][cH:10]1. The reactants are O[C@H](COC1=CC(=CC=C1)[N+](=O)[O-])CN1CCN(CC1)S(=O)(=O)C1=CC=C(C=C1)OC ((S)-2-hydroxy-3-[4-(4-methoxyphenylsulfonyl)piperazin-1-yl]-1-(3-nitrophenoxy)-propane), N1CCNCC1 (piperazine), N1CCNCC1 (piperazine), Na, [K+].[Br-] (KBr), C=O (CH2O), N1CCNCC1 (piperazine). Reagents/catalysts: [OH-].[OH-].[Pd+2] (Pd(OH)2), [OH-].[OH-].[Pd+2] (Pd(OH)2/C). Run in C(C)(=O)OCC (ethyl acetate), C(Cl)(Cl)Cl (CHCl3). The product is NC=1C=C(OC[C@H](CN2CCN(CC2)S(=O)(=O)C2=CC=C(C=C2)OC)O)C=CC1 ((S)-1-(3-aminophenoxy)-2-hydroxy-3-[4-(4-methoxyphenylsulfonyl)piperazin-1-yl]propane). Reaction SMILES: [OH:1][C@@H:2]([CH2:14][N:15]1[CH2:20][CH2:19][N:18]([S:21]([C:24]2[CH:29]=[CH:28][C:27]([O:30][CH3:31])=[CH:26][CH:25]=2)(=[O:23])=[O:22])[CH2:17][CH2:16]1)[CH2:3][O:4][C:5]1[CH:10]=[CH:9][CH:8]=[C:7]([N+:11]([O-])=O)[CH:6]=1.[K+].[Br-].C=O.N1CCNCC1>C(OCC)(=O)C.[OH-].[OH-].[Pd+2].C(Cl)(Cl)Cl>[NH2:11][C:7]1[CH:6]=[C:5]([CH:10]=[CH:9][CH:8]=1)[O:4][CH2:3][C@@H:2]([OH:1])[CH2:14][N:15]1[CH2:16][CH2:17][N:18]([S:21]([C:24]2[CH:29]=[CH:28][C:27]([O:30][CH3:31])=[CH:26][CH:25]=2)(=[O:23])=[O:22])[CH2:19][CH2:20]1 |f:1.2,6.7.8|. Procedure: Pd(OH)2/C at 20% [1.54 g, 2.2 mM Pd(OH)2] is suspended in a solution of (S)-2-hydroxy-3-[4-(4-methoxyphenylsulfonyl)piperazin-1-yl)-1-(3-nitrophenoxy)propane (3.30 g, 7.73 mM) (Example 27) in ethyl acetate (43 ml). The mixture is maintained in agitation in atmosphere of H2 (10 atm) for 30 hours. The catalyst is then removed by filtering the reaction mixture on Celite, and the solvent is distilled under vacuum. A white solid is obtained (97% of yield). Pf 138.5-139.6° Cs. [α]D=−10.7 (c 1.06, CHCl... The reactants are BrC=1C=C2C(=NC1)NC(=N2)/C=C/C2=CC(=CC(=N2)N)C (6-[(E)-2-(6-bromo-3H-imidazo[4,5-b]pyridin-2-yl)-vinyl]-4-methyl-pyridin-2-ylamine), C(C)(=O)O (acetic acid). Reagents/catalysts: O=[Pt]=O (Adam's catalyst). The solvent is CO (methanol). Conditions: time 65 hour. Product: NC1=NC(=CC(=C1)C)CCC1=NC=2C(=NC=C(C2)Br)N1 (2-[2-(2-Amino-4-methylpyridin-6-yl)ethyl]-6-bromo-3H-imidazo[4,5-b]pyridine). Yield: 73.7%. RXN SMILES: [Br:1][C:2]1[CH:3]=[C:4]2[N:10]=[C:9](/[CH:11]=[CH:12]/[C:13]3[N:18]=[C:17]([NH2:19])[CH:16]=[C:15]([CH3:20])[CH:14]=3)[NH:8][C:5]2=[N:6][CH:7]=1.C(O)(=O)C>CO.O=[Pt]=O>[NH2:19][C:17]1[CH:16]=[C:15]([CH3:20])[CH:14]=[C:13]([CH2:12][CH2:11][C:9]2[NH:8][C:5]3=[N:6][CH:7]=[C:2]([Br:1])[CH:3]=[C:4]3[N:10]=2)[N:18]=1. Procedure details: 930 mg of 6-[(E)-2-(6-bromo-3H-imidazo[4,5-b]pyridin-2-yl)-vinyl]-4-methyl-pyridin-2-ylamine (compound A11) are suspended in 300 ml of methanol. Subsequently, 805 μl acetic acid and 96 mg of Adam's catalyst [platin(IV) oxide] are added. The suspension is vigorously stirred for 65 h. Thereafter, the solution is passed through kieselguhr, which is rinsed with methanol. The filtrate is evaporated to dryness and the remaining residue (1.20 g) purified by chromatography on silica gel (eluent: dichlor...